describe an organic reaction: reactants, conditions, products, and yield From a dataset of the Open Reaction Database (ORD), a public repository of structured organic reaction records. The reactants are C[O-], CO, C[Si](C)(C)CCOCn1cnc2c(-c3ccco3)nc(Cl)nc21, [Na+]. The product is COc1nc(-c2ccco2)c2ncn(COCC[Si](C)(C)C)c2n1. As a reaction SMILES: [CH3:24][O-:25].[CH3:27][OH:28].[Cl:1][c:2]1[n:3][c:4](-[c:19]2[o:20][cH:21][cH:22][cH:23]2)[c:5]2[n:6][cH:7][n:8]([CH2:11][O:12][CH2:13][CH2:14][Si:15]([CH3:16])([CH3:17])[CH3:18])[c:9]2[n:10]1.[Na+:26]>>[c:2]1([O:25][CH3:24])[n:3][c:4](-[c:19]2[o:20][cH:21][cH:22][cH:23]2)[c:5]2[n:6][cH:7][n:8]([CH2:11][O:12][CH2:13][CH2:14][Si:15]([CH3:16])([CH3:17])[CH3:18])[c:9]2[n:10]1. The reactants are COC=1C=C2C=CC(NC2=CC1)=O (6-Methoxyquinolin-2(1H)-one), P(=O)(Br)(Br)Br (POBr3). Conditions: temperature 140 celsius, time 2.5 hour. Product: BrC1=NC2=CC=C(C=C2C=C1)OC (2-Bromo-6-methoxyquinoline). The yield is 49.3%. RXN SMILES: [CH3:1][O:2][C:3]1[CH:4]=[C:5]2[C:10](=[CH:11][CH:12]=1)[NH:9][C:8](=O)[CH:7]=[CH:6]2.P(Br)(Br)([Br:16])=O>>[Br:16][C:8]1[CH:7]=[CH:6][C:5]2[C:10](=[CH:11][CH:12]=[C:3]([O:2][CH3:1])[CH:4]=2)[N:9]=1. Procedure details: 6-Methoxyquinolin-2(1H)-one (6.81 g, 38.9 mmol) was carefully added to POBr3 (18.9 g, 66.1 mmol) at 60° C., and the resulting solution was stirred at 140° C. for 2.5 h. The reaction mixture was cooled and poured onto crushed ice, and the solid was collected by filtration. Purification of this material on silica gel (gradient elution from 5 to 12% EtOAc in petroleum ether) afforded the title compound (4.57 g, 49.3%) as a solid. LCMS (ES+) m/z 238, 240 (M+H)+. The reactants are [N+](=[N-])=C1C(NC2=CC=CC=C12)=O (3-diazooxindole), C(#N)C#C (cyanoacetylene). Solvent: C1=CC=CC=C1 (benzene). The product is O=C1NC=2C=CC=CC2C=2N1N=C(C2)C#N (5,6-Dihydro-5-oxopyrazolo[1,5-c]quinazoline-2-carbonitrile). Reaction SMILES: [N+:1](=[C:3]1[C:11]2[C:6](=[CH:7][CH:8]=[CH:9][CH:10]=2)[NH:5][C:4]1=[O:12])=[N-:2].[C:13]([C:15]#[CH:16])#[N:14]>C1C=CC=CC=1>[O:12]=[C:4]1[N:1]2[N:2]=[C:15]([C:13]#[N:14])[CH:16]=[C:3]2[C:11]2[CH:10]=[CH:9][CH:8]=[CH:7][C:6]=2[NH:5]1. Reported procedure: 6.0 g (0.04 mole) of 3-diazooxindole and 2.2 g (0.045 mole) of cyanoacetylene are taken up in benzene (250 ml) and refluxed overnight under N2. The mixture is cooled and the beige-colored precipitates are filtered off. The crude product is dried in a vacuum oven at room temperature for 3 hours. Yield: 5.2 g, m.p. 302°-304°. Percent yield: 65.6.